Dataset: the Open Reaction Database (ORD), a public repository of structured organic reaction records. Task: describe an organic reaction: reactants, conditions, products, and yield Reactants: C(Cl)Cl (methylene chloride), ClC1=CC2=C(C(=NS2)C)C=C1[N+](=O)[O-] (6-chloro-3-methyl-5-nitro-1,2-benzisothiazole), [F-].[K+] (potassium fluoride), C1COCCOCCOCCOCCOCCO1 (18-crown-6). Solvent: hexanes, C(C)(=O)OCC (ethyl acetate), hexanes, C(C)#N (acetonitrile), C(C)(=O)OCC (ethyl acetate). Product: FC1=CC2=C(C(=NS2)C)C=C1[N+](=O)[O-] (6-Fluoro-3-methyl-5-nitro-1,2-benzisothiazole), solid. As a reaction SMILES: Cl[C:2]1[C:11]([N+:12]([O-:14])=[O:13])=[CH:10][C:5]2[C:6]([CH3:9])=[N:7][S:8][C:4]=2[CH:3]=1.[F-:15].[K+].C1OCCOCCOCCOCCOCCOC1.C(Cl)Cl>C(#N)C.C(OCC)(=O)C>[F:15][C:2]1[C:11]([N+:12]([O-:14])=[O:13])=[CH:10][C:5]2[C:6]([CH3:9])=[N:7][S:8][C:4]=2[CH:3]=1 |f:1.2|. Procedure details: A mixture of 6-chloro-3-methyl-5-nitro-1,2-benzisothiazole (2.25 g, 9.80 mmol), potassium fluoride (2.85 g, 49.0 mmol), and 18-crown-6 (1.50 g, 5.70 mmol) in acetonitrile is heated in a sealed tube for 29 days, filtered to remove solids, and partially concentrated in vacuo to obtain a liquid. The liquid is diluted with ethyl acetate, washed sequentially with water and brine, dried over anhydrous magnesium sulfate, and concentrated in vacuo to obtain a dark, brown solid. Flash column chromatograp... Starting materials: CC(C(=O)Cl)(CC)C (2,2-Dimethylbutyryl chloride), Cl.C1(CCCCC1)CN1C(=NC2=C1C=CC(=C2)N)C(CC)(C)C (1-(cyclohexylmethyl)-2-(1,1-dimethylpropyl)-1H-benzimidazol-5-amine hydrochloride). The reagents and catalysts are CN(C)C=1C=CN=CC1 (DMAP). Solvent: C(C)#N (acetonitrile), CCOC(=O)C (EtOAc). Run at time 6 hour. The product is C1(CCCCC1)CN1C(=NC2=C1C=CC(=C2)NC(C(CC)(C)C)=O)C(CC)(C)C (N-[1-(Cyclohexylmethyl)-2-(1,1-dimethylpropyl)-1H-benzimidazol-5-yl]-2,2-dimethylbutanamide). The yield is 86.5%. Reaction SMILES: [CH3:1][C:2]([CH3:8])([CH2:6][CH3:7])[C:3](Cl)=[O:4].Cl.[CH:10]1([CH2:16][N:17]2[C:21]3[CH:22]=[CH:23][C:24]([NH2:26])=[CH:25][C:20]=3[N:19]=[C:18]2[C:27]([CH3:31])([CH3:30])[CH2:28][CH3:29])[CH2:15][CH2:14][CH2:13][CH2:12][CH2:11]1>CN(C1C=CN=CC=1)C.C(#N)C.CCOC(C)=O>[CH:10]1([CH2:16][N:17]2[C:21]3[CH:22]=[CH:23][C:24]([NH:26][C:3](=[O:4])[C:2]([CH3:8])([CH3:1])[CH2:6][CH3:7])=[CH:25][C:20]=3[N:19]=[C:18]2[C:27]([CH3:30])([CH3:31])[CH2:28][CH3:29])[CH2:11][CH2:12][CH2:13][CH2:14][CH2:15]1 |f:1.2|. Reported procedure: 2,2-Dimethylbutyryl chloride (24.6 mg, 0.18 mmol) was added to a mixture of 1-(cyclohexylmethyl)-2-(1,1-dimethylpropyl)-1H-benzimidazol-5-amine hydrochloride (65.0 mg, 0.15 mmol) (for preparation see in Example 7, step B) and DMAP (73.3 mg, 0.60 mmol) in acetonitrile (5 mL) at 0° C. The mixture was stirred for 6 h at room temperature, diluted with EtOAc (50 mL), washed with saturated NaHCO3 aqueous solution (10 mL), saturated NaCl aqueous solution (10 mL) and dried over Na2SO4. After filtration ... Product: C(C)(C)(C)C=1C=C(C2=C(C(C(O2)=O)C2=CC=C(C=C2)O)C1)C(C)(C)C (5,7-di-tert-butyl-3-(4-hydroxyphenyl)benzofuran-2-one). As a reaction SMILES: [C:1]([C:5]1[CH:10]=[C:9]([C:11]([CH3:14])([CH3:13])[CH3:12])[CH:8]=[CH:7][C:6]=1[OH:15])([CH3:4])([CH3:3])[CH3:2].O.[OH:17][C:18]1[CH:28]=[CH:27][C:21]([CH:22](O)[C:23](O)=[O:24])=[CH:20][CH:19]=1>C(O)(=O)C>[C:11]([C:9]1[CH:10]=[C:5]([C:1]([CH3:4])([CH3:3])[CH3:2])[C:6]2[O:15][C:23](=[O:24])[CH:22]([C:21]3[CH:27]=[CH:28][C:18]([OH:17])=[CH:19][CH:20]=3)[C:7]=2[CH:8]=1)([CH3:14])([CH3:13])[CH3:12] |f:1.2|. Yield: 56.7%. Procedure: A mixture of 103.2 g (0.50 mol) of 2,4-di-tert-butylphenol and 102.4 g (0.55 mol) of 4-hydroxymandelic acid monohydrate in 100 ml of acetic acid is refluxed under a nitrogen atmosphere for 24 hours. The reaction mixture is then diluted with 140 ml of 50% aqueous acetic acid, cooled, and the precipitate formed is filtered off. The residue is washed with a further 200 ml of 50% aqueous acetic acid and then dried to give 95.9 g (57%) of 5,7-di-tert-butyl-3-(4-hydroxyphenyl)benzofuran-2-one, m.p. 18... The reactants are C(C)(C)(C)C1=C(C=CC(=C1)C(C)(C)C)O (2,4-di-tert-butylphenol), O.OC1=CC=C(C(C(=O)O)O)C=C1 (4-hydroxymandelic acid monohydrate). The solvent is C(C)(=O)O (acetic acid), C(C)(=O)O (acetic acid). Starting materials: COc1ccc(S(=O)(=O)Cl)cc1, COC(=O)C1(N)CCCCC1, CCN(C(C)C)C(C)C, ClCCl, Cl, Cl, O. Product: COC(=O)C1(NS(=O)(=O)c2ccc(OC)cc2)CCCCC1. RXN SMILES: [CH3:22][O:23][c:24]1[cH:25][cH:26][c:27]([S:30](=[O:31])(=[O:32])[Cl:33])[cH:28][cH:29]1.[CH3:2][O:3][C:4](=[O:5])[C:6]1([NH2:12])[CH2:7][CH2:8][CH2:9][CH2:10][CH2:11]1.[CH:13]([N:14]([CH:15]([CH3:16])[CH3:17])[CH2:18][CH3:19])([CH3:20])[CH3:21].[Cl:35][CH2:36][Cl:37].[ClH:1].[ClH:34].[OH2:38]>>[CH3:2][O:3][C:4](=[O:5])[C:6]1([NH:12][S:30]([c:27]2[cH:26][cH:25][c:24]([O:23][CH3:22])[cH:29][cH:28]2)(=[O:31])=[O:32])[CH2:7][CH2:8][CH2:9][CH2:10][CH2:11]1. The reactants are ClC1=CC=C(C=C1)C1=CN=C(O1)NC1=CC=CC=2CC=C(CC12)OCC.C(C)OC1=CCC=2C=CC=C(C2C1)NC=1OC(=CN1)C1=CC=C(C=C1)N1CCCC1 (N-(7-ethoxy-5,8-dihydronaphthalen-1-yl)-5-(4-pyrrolidin-1-ylphenyl)-1,3-oxazol-2-amine 5-(4-chlorophenyl)-N-(7-ethoxy-5,8-dihydronaphthalen-1-yl)-1,3-oxazol-2-amine), C(C)OC1=CCC=2C=CC=C(C2C1)NC=1OC(=CN1)C1=CC=C(C=C1)C(F)(F)F (N-(7-ethoxy-5,8-dihydronaphthalen-1-yl)-5-[4-(trifluoromethyl)phenyl]-1,3-oxazol-2-amine). The product is N1(CCCC1)C1=CC=C(C=C1)C1=CN=C(O1)NC=1C=CC=C2CCC(CC12)=O (8-{[5-(4-pyrrolidin-1-ylphenyl)-1,3-oxazol-2-yl]amino}-3,4-dihydronaphthalen-2(1H)-one). Reaction SMILES: ClC1C=CC(C2OC(NC3C4CC(OCC)=CCC=4C=CC=3)=NC=2)=CC=1.C([O:29][C:30]1[CH2:39][C:38]2[C:37]([NH:40][C:41]3[O:42][C:43]([C:46]4[CH:51]=[CH:50][C:49]([N:52]5[CH2:56][CH2:55][CH2:54][CH2:53]5)=[CH:48][CH:47]=4)=[CH:44][N:45]=3)=[CH:36][CH:35]=[CH:34][C:33]=2[CH2:32][CH:31]=1)C.C(OC1CC2C(NC3OC(C4C=CC(C(F)(F)F)=CC=4)=CN=3)=CC=CC=2CC=1)C>>[N:52]1([C:49]2[CH:48]=[CH:47][C:46]([C:43]3[O:42][C:41]([NH:40][C:37]4[CH:36]=[CH:35][CH:34]=[C:33]5[C:38]=4[CH2:39][C:30](=[O:29])[CH2:31][CH2:32]5)=[N:45][CH:44]=3)=[CH:51][CH:50]=2)[CH2:56][CH2:55][CH2:54][CH2:53]1 |f:0.1|. Procedure details: The title compound was prepared using the procedure as described in Example 1I, substituting the product of Example 7B for the product of Example 1H.